From a dataset of the Open Reaction Database (ORD), a public repository of structured organic reaction records. describe an organic reaction: reactants, conditions, products, and yield The reactants are [BH4-], CCOC(=O)CC(C#N)(CC(=O)OCC)c1ccc(OC)c(OC)c1, CO, Cl[Co]Cl, [Na+], O, O, O, O, O, O. Yields the product CCOC(=O)CC1(c2ccc(OC)c(OC)c2)CNC(=O)C1. As a reaction SMILES: [BH4-:26].[CH2:1]([CH3:2])[O:3][C:4]([CH2:5][C:6]([CH2:7][C:8](=[O:9])[O:10][CH2:11][CH3:12])([c:13]1[cH:14][c:15]([O:21][CH3:22])[c:16]([O:19][CH3:20])[cH:17][cH:18]1)[C:23]#[N:24])=[O:25].[CH3:28][OH:29].[Co:36]([Cl:37])[Cl:38].[Na+:27].[OH2:30].[OH2:31].[OH2:32].[OH2:33].[OH2:34].[OH2:35]>>[CH2:1]([CH3:2])[O:3][C:4]([CH2:5][C:6]1([c:13]2[cH:14][c:15]([O:21][CH3:22])[c:16]([O:19][CH3:20])[cH:17][cH:18]2)[CH2:7][C:8](=[O:9])[NH:24][CH2:23]1)=[O:25]. Reactants: B(OC)(OC)OC (trimethyl borate), Grignard reagent, FC=1C=C(C=C(C1)C(F)(F)F)Br (3-fluoro-5-trifluoromethylphenyl bromide), O1CCCC1 (tetrahydrofuran), Cl (hydrochloric acid). Run in O (water). Conditions: temperature -78 celsius, time 45 minute. Yields the product FC=1C=C(C=C(C1)C(F)(F)F)B(O)O (3-fluoro-5-trifluoromethylphenylboronic acid). As a reaction SMILES: O1CCCC1.[B:6]([O:11]C)(OC)[O:7]C.[F:13][C:14]1[CH:15]=[C:16](Br)[CH:17]=[C:18]([C:20]([F:23])([F:22])[F:21])[CH:19]=1.Cl>O>[F:13][C:14]1[CH:15]=[C:16]([B:6]([OH:11])[OH:7])[CH:17]=[C:18]([C:20]([F:21])([F:22])[F:23])[CH:19]=1. Procedure details: In a second reaction vessel, 40 mL of tetrahydrofuran was cooled to -78° C., and 2.3 mL (0.021 mole) of trimethyl borate was added dropwise as the Grignard reagent of 3-fluoro-5-trifluoromethylphenyl bromide prepared above was transferred into the second reaction vessel using a cannula. The temperature of the reaction mixture was maintained below -60° C. during the additions. Upon completion of the additions, the reaction mixture was again cooled to -78° C., where it was stirred for about 45 min... Starting materials: ( 5 ), [Mg] (magnesium), resultant mixture, FC1=C2C(=CN(C2=CC=C1)[C@H]1[C@H](OC(C)=O)[C@@H](OC(C)=O)[C@H](OC(C)=O)[C@H](O1)COC(C)=O)C=O (4-fluoro-1-(2,3,4,6-tetra-O-acetyl-β-D-glucopyranosyl)indole-3-carboxaldehyde), BrC1=CC=C(C=C1)C1CC1 (1-bromo-4-cyclopropylbenzene), [Cl-].[NH4+] (ammonium chloride). Reagents/catalysts: BrCCBr (1,2-dibromoethane). The solvent is O1CCCC1 (tetrahydrofuran), O1CCCC1 (tetrahydrofuran), O1CCCC1 (tetrahydrofuran). Product: C1(CC1)C1=CC=C(C=C1)C(O)C1=CN(C2=CC=CC(=C12)F)[C@H]1[C@H](OC(C)=O)[C@@H](OC(C)=O)[C@H](OC(C)=O)[C@H](O1)COC(C)=O (4-cyclopropylphenyl 4-fluoro-1-(2,3,4,6-tetra-O-acetyl-β-D-glucopyranosyl)indol-3-yl methanol). As a reaction SMILES: [Mg].Br[C:3]1[CH:8]=[CH:7][C:6]([CH:9]2[CH2:11][CH2:10]2)=[CH:5][CH:4]=1.[F:12][C:13]1[CH:21]=[CH:20][CH:19]=[C:18]2[C:14]=1[C:15]([CH:45]=[O:46])=[CH:16][N:17]2[C@@H:22]1[O:39][C@H:38]([CH2:40][O:41][C:42](=[O:44])[CH3:43])[C@@H:33]([O:34][C:35](=[O:37])[CH3:36])[C@H:28]([O:29][C:30](=[O:32])[CH3:31])[C@H:23]1[O:24][C:25](=[O:27])[CH3:26].[Cl-].[NH4+]>BrCCBr.O1CCCC1>[CH:9]1([C:6]2[CH:7]=[CH:8][C:3]([CH:45]([C:15]3[C:14]4[C:18](=[CH:19][CH:20]=[CH:21][C:13]=4[F:12])[N:17]([C@@H:22]4[O:39][C@H:38]([CH2:40][O:41][C:42](=[O:44])[CH3:43])[C@@H:33]([O:34][C:35](=[O:37])[CH3:36])[C@H:28]([O:29][C:30](=[O:32])[CH3:31])[C@H:23]4[O:24][C:25](=[O:27])[CH3:26])[CH:16]=3)[OH:46])=[CH:4][CH:5]=2)[CH2:11][CH2:10]1 |f:3.4|. Procedure: A mixture of 4-fluoroindoline (185 mg) and D-glucose (267 mg) in H2O (0.74 ml)-ethyl alcohol (9 ml) was refluxed under argon atmosphere for 24 hours. The solvent was evaporated under reduced pressure to give crude 4-fluoro-1-(β-D-glucopyranosyl)indoline, which was used in the subsequent step without further purification. (2) The above compound was suspended in chloroform (8 ml), and thereto were added successively pyridine (0.873 ml), acetic anhydride (1.02 ml) and 4-(dimethylamino)pyridine (a c... Reactants: ClC1=C(NC(=C1Cl)C)C(=O)N[C@@H]1[C@@H](CN(CC1)C=1C=C(C(=O)OCC)C(=CN1)C(=O)NC(C)(C1=CC=CC=C1)C)OC (Cis(±)-ethyl 2-(4-{[(3,4-dichloro-5-methyl-1H-pyrrol-2-yl)carbonyl]amino}-3-methoxypiperidin-1-yl)-5-{[(1-methyl-1-phenylethyl)amino]carbonyl}isonicotinate), Ba(OH)2, Cl (HCl). The solvent is CO (MeOH), O (water). Reaction conditions: temperature 120 celsius. Yields the product NC(=O)C1=CN=C(C=C1C(=O)O)N1C[C@H]([C@H](CC1)NC(=O)C=1NC(=C(C1Cl)Cl)C)OC (Cis(±)-5-(aminocarbonyl)-2-(4-{[(3,4-dichloro-5-methyl-1H-pyrrol-2-yl)carbonyl]amino}-3-methoxypiperidin-1-yl)isonicotinic acid). Yield: 10.0%. RXN SMILES: [Cl:1][C:2]1[C:6]([Cl:7])=[C:5]([CH3:8])[NH:4][C:3]=1[C:9]([NH:11][C@H:12]1[CH2:17][CH2:16][N:15]([C:18]2[CH:19]=[C:20]([C:26]([C:29]([NH:31]C(C)(C3C=CC=CC=3)C)=[O:30])=[CH:27][N:28]=2)[C:21]([O:23]CC)=[O:22])[CH2:14][C@H:13]1[O:41][CH3:42])=[O:10].Cl>CO.O>[NH2:31][C:29]([C:26]1[C:20]([C:21]([OH:23])=[O:22])=[CH:19][C:18]([N:15]2[CH2:16][CH2:17][C@H:12]([NH:11][C:9]([C:3]3[NH:4][C:5]([CH3:8])=[C:6]([Cl:7])[C:2]=3[Cl:1])=[O:10])[C@H:13]([O:41][CH3:42])[CH2:14]2)=[N:28][CH:27]=1)=[O:30]. Procedure: A mixture of 85 mg (0.17 mmol) of Cis(±)-ethyl 5-(aminocarbonyl)-2-(4-{[(3,4-dichloro-5-methyl-1H-pyrrol-2-yl)carbonyl]amino}-3-methoxypiperidin-1-yl)isonicotinate (Example 198) and 86 mg (0.50 mmol) Ba(OH)2 in 3 ml MeOH and 2 ml water was heated at 120° C. for 1 h. The mixture was acidified to about pH=4 with 1N HCl and extracted 4 times with EtOAc. The EtOAc was concentrated and the residue was purified by reverse phase HPLC (20-40% CH3CN gradient in water with 0.1% TFA) to afford 8 mg of prod... The reactants are O=C([O-])[O-], CCOC(=O)C(O)(CC(C)(C)c1cc(F)ccc1O)C(F)(F)F, C=CCBr, [K+], [K+], CN(C)C=O, O. Product: C=CCOc1ccc(F)cc1C(C)(C)CC(O)(C(=O)OCC)C(F)(F)F. RXN SMILES: [C:1](=[O:2])([O-:3])[O-:4].[CH2:11]([CH3:12])[O:13][C:14]([C:15]([CH2:16][C:17]([CH3:18])([CH3:19])[c:20]1[c:21]([OH:27])[cH:22][cH:23][c:24]([F:26])[cH:25]1)([C:28]([F:29])([F:30])[F:31])[OH:32])=[O:33].[CH2:7]([CH:8]=[CH2:9])[Br:10].[K+:5].[K+:6].[O:35]=[CH:36][N:37]([CH3:38])[CH3:39].[OH2:34]>>[CH2:7]=[CH:8][CH2:9][O:27][c:21]1[c:20]([C:17]([CH2:16][C:15]([C:14]([O:13][CH2:11][CH3:12])=[O:33])([C:28]([F:29])([F:30])[F:31])[OH:32])([CH3:18])[CH3:19])[cH:25][c:24]([F:26])[cH:23][cH:22]1. The reactants are O.Cl.C(C1=CC=CC=C1)(=O)N1CC(CCC1)(C1=CC(=C(C=C1)Cl)Cl)CCCN1CCC(CC1)(C#N)CC1=CC=CC=C1 (1-Benzoyl-3-[3-(4-benzyl-4-cyanopiperid-1-yl)propyl]-3-(3,4-dichloro-phenyl)piperidine Hydrochloride Monohydrate), Cl (hydrogen chloride). The reagents and catalysts are [Ni] (Raney® nickel). Solvent: CCO (EtOH). Run at time 72 hour. Yields the product O.Cl.Cl.NCC1(CCN(CC1)CCCC1(CN(CCC1)C(C1=CC=CC=C1)=O)C1=CC(=C(C=C1)Cl)Cl)CC1=CC=CC=C1.NCC1(CCN(CC1)CCCC1(CN(CCC1)C(C1=CC=CC=C1)=O)C1=CC(=C(C=C1)Cl)Cl)CC1=CC=CC=C1.Cl.Cl (3-[3-[4-(Aminomethyl)-4-benzylpiperid-1-yl]propyl]-1-benzoyl-3-(3,4-dichlorophenyl)piperidine Dihydrochloride Hemihydrate). Yield: 111.8%. As a reaction SMILES: O.[ClH:2].[C:3]([N:11]1[CH2:16][CH2:15][CH2:14][C:13]([CH2:25][CH2:26][CH2:27][N:28]2[CH2:33][CH2:32][C:31]([CH2:36][C:37]3[CH:42]=[CH:41][CH:40]=[CH:39][CH:38]=3)([C:34]#[N:35])[CH2:30][CH2:29]2)([C:17]2[CH:22]=[CH:21][C:20]([Cl:23])=[C:19]([Cl:24])[CH:18]=2)[CH2:12]1)(=[O:10])[C:4]1[CH:9]=[CH:8][CH:7]=[CH:6][CH:5]=1.Cl>CCO.[Ni]>[OH2:10].[ClH:23].[ClH:2].[NH2:35][CH2:34][C:31]1([CH2:36][C:37]2[CH:38]=[CH:39][CH:40]=[CH:41][CH:42]=2)[CH2:32][CH2:33][N:28]([CH2:27][CH2:26][CH2:25][C:13]2([C:17]3[CH:22]=[CH:21][C:20]([Cl:23])=[C:19]([Cl:24])[CH:18]=3)[CH2:14][CH2:15][CH2:16][N:11]([C:3](=[O:10])[C:4]3[CH:9]=[CH:8][CH:7]=[CH:6][CH:5]=3)[CH2:12]2)[CH2:29][CH2:30]1.[NH2:35][CH2:34][C:31]1([CH2:36][C:37]2[CH:38]=[CH:39][CH:40]=[CH:41][CH:42]=2)[CH2:32][CH2:33][N:28]([CH2:27][CH2:26][CH2:25][C:13]2([C:17]3[CH:22]=[CH:21][C:20]([Cl:23])=[C:19]([Cl:24])[CH:18]=3)[CH2:14][CH2:15][CH2:16][N:11]([C:3](=[O:10])[C:4]3[CH:9]=[CH:8][CH:7]=[CH:6][CH:5]=3)[CH2:12]2)[CH2:29][CH2:30]1.[ClH:23].[ClH:23] |f:0.1.2,6.7.8.9.10.11.12|. Procedure details: A mixture of 2.3 g of the compound obtained in EXAMPLE 8 and 0.3 g of Raney® nickel in 100 ml of EtOH is hydrogenated for 72 hours at RT and at atmospheric pressure. The catalyst is filtered off and the filtrate is concentrated under vacuum. The residue is chromatographed on silica H using DCM and then a DCM/MeOH mixture (85/15; v/v) as the eluent. The product obtained is taken up with ethereal hydrogen chloride and the precipitate formed is filtered off to give 1.08 g of the expected product. The reactants are C(C1=CC=CC=C1)N(CCOS(=O)(=O)C)C[C@@H]1NC(CC1)=O (Methanesulfonic acid 2-[benzyl-((R)-5-oxo-pyrrolidin-2-ylmethyl)-amino]-ethyl ester), [H-].[Na+] (NaH). The solvent is CC#N (CH3CN). Reaction conditions: time 4 hour. The product is C(C1=CC=CC=C1)N1C[C@@H]2N(CC1)C(CC2)=O ((R)-(+)-2-Benzylhexahydropyrrolo[1,2-a]pyrazin-6(7H)-one). Yield: 84.9%. Reaction SMILES: [CH2:1]([N:8]([CH2:16][C@H:17]1[CH2:21][CH2:20][C:19](=[O:22])[NH:18]1)[CH2:9][CH2:10]OS(C)(=O)=O)[C:2]1[CH:7]=[CH:6][CH:5]=[CH:4][CH:3]=1.[H-].[Na+]>CC#N>[CH2:1]([N:8]1[CH2:9][CH2:10][N:18]2[C:19](=[O:22])[CH2:20][CH2:21][C@@H:17]2[CH2:16]1)[C:2]1[CH:7]=[CH:6][CH:5]=[CH:4][CH:3]=1 |f:1.2|. Procedure details: Methanesulfonic acid 2-[benzyl-((R)-5-oxo-pyrrolidin-2-ylmethyl)-amino]-ethyl ester (3.5 g, 10.74 mmol) was dissolved in CH3CN (20 ml) and then 60% NaH (558 mg, 13.96 mmol) was added portionwise at room temperature. After stirring for 4 hours, the solvent was removed under vacuum and the residue was treated with water and extracted with ethyl acetate. The organic phase was washed with brine, dried (Na2SO4) and evaporated under vacuum. The residue was purified by flash chromatography (DCM/abs EtO... Starting materials: C(C)(C)(C)OC(=O)N1CCN(CC1)C1=NC=C(C=C1)Br (4-(5-bromopyridin-2-yl)piperazine-1-carboxylic acid tert-butyl ester), C1(CCCCC1)P(C1=C(C=CC=C1)C1=C(C=CC=C1OC)OC)C1CCCCC1 (2-dicyclohexylphosphino-2′,6′-dimethoxybiphenyl), [F-].[K+] (potassium fluoride), CB(O)O (methylboronic acid). Reagents/catalysts: C(C)(=O)[O-].[Pd+2].C(C)(=O)[O-] (palladium (II) acetate). Solvent: O1CCCC1 (tetrahydrofuran), [Cl-].[Na+].O (brine), C(C)(=O)OCC (ethyl acetate). Product: C(C)(C)(C)OC(=O)N1CCN(CC1)C1=NC=C(C=C1)C (4-(5-methylpyridin-2-yl)piperazine-1-carboxylic acid tert-butyl ester). Isolated yield 910.3%. As a reaction SMILES: [C:1]([O:5][C:6]([N:8]1[CH2:13][CH2:12][N:11]([C:14]2[CH:19]=[CH:18][C:17](Br)=[CH:16][N:15]=2)[CH2:10][CH2:9]1)=[O:7])([CH3:4])([CH3:3])[CH3:2].[CH:21]1(P(C2CCCCC2)C2C=CC=CC=2C2C(OC)=CC=CC=2OC)CCCCC1.[F-].[K+].CB(O)O>[Cl-].[Na+].O.C([O-])(=O)C.[Pd+2].C([O-])(=O)C.C(OCC)(=O)C.O1CCCC1>[C:1]([O:5][C:6]([N:8]1[CH2:13][CH2:12][N:11]([C:14]2[CH:19]=[CH:18][C:17]([CH3:21])=[CH:16][N:15]=2)[CH2:10][CH2:9]1)=[O:7])([CH3:4])([CH3:3])[CH3:2] |f:2.3,5.6.7,8.9.10|. Procedure: To a mixture of 4-(5-bromopyridin-2-yl)piperazine-1-carboxylic acid tert-butyl ester (5.33 g), palladium (II) acetate (175 mg), 2-dicyclohexylphosphino-2′,6′-dimethoxybiphenyl (639 mg), potassium fluoride (5.43 g) and methylboronic acid (2.80 g) was added tetrahydrofuran (120 mL), and the mixture was refluxed under a nitrogen stream for 3 hr. To the reaction mixture were added ethyl acetate and saturated brine, and the mixture was extracted with ethyl acetate. The organic layer was washed with s...